This data is from the Open Reaction Database (ORD), a public repository of structured organic reaction records. The task is: describe an organic reaction: reactants, conditions, products, and yield The product is C=CCC(Oc1ccc(OC)c(OC)c1)c1ccc(C#N)cc1. Starting materials: CCCCP(CCCC)CCCC, COc1ccc(O)cc1OC, Cc1ccccc1, O=C(N=NC(=O)N1CCCCC1)N1CCCCC1, C=CCC(O)c1ccc(C#N)cc1. RXN SMILES: [CH2:25]([P:26]([CH2:27][CH2:28][CH2:29][CH3:30])[CH2:31][CH2:32][CH2:33][CH3:34])[CH2:35][CH2:36][CH3:37].[CH3:14][O:15][c:16]1[cH:17][c:18]([OH:24])[cH:19][cH:20][c:21]1[O:22][CH3:23].[CH3:56][c:57]1[cH:58][cH:59][cH:60][cH:61][cH:62]1.[N:38]([C:39]([N:40]1[CH2:41][CH2:42][CH2:43][CH2:44][CH2:45]1)=[O:46])=[N:47][C:48]([N:49]1[CH2:50][CH2:51][CH2:52][CH2:53][CH2:54]1)=[O:55].[OH:1][CH:2]([CH2:3][CH:4]=[CH2:5])[c:6]1[cH:7][cH:8][c:9]([C:10]#[N:11])[cH:12][cH:13]1>>[O:1]([CH:2]([CH2:3][CH:4]=[CH2:5])[c:6]1[cH:7][cH:8][c:9]([C:10]#[N:11])[cH:12][cH:13]1)[c:18]1[cH:17][c:16]([O:15][CH3:14])[c:21]([O:22][CH3:23])[cH:20][cH:19]1. Reactants: C(C)(=O)SC(C(=O)O)CCCNC(=O)OCC1=CC=CC=C1 (2-acetylthio-5-benzyloxycarbonylaminopentanoic acid), CCOCC (Ether). Solvent: Br (hydrobromic acid), C(C)(=O)O (acetic acid). The product is C(C)(=O)SC(C(=O)O)CCCN (2-Acetylthio-5-aminopentanoic acid). As a reaction SMILES: [C:1]([S:4][CH:5]([CH2:9][CH2:10][CH2:11][NH:12]C(OCC1C=CC=CC=1)=O)[C:6]([OH:8])=[O:7])(=[O:3])[CH3:2].CCOCC>Br.C(O)(=O)C>[C:1]([S:4][CH:5]([CH2:9][CH2:10][CH2:11][NH2:12])[C:6]([OH:8])=[O:7])(=[O:3])[CH3:2]. Reported procedure: A solution of 2-acetylthio-5-benzyloxycarbonylaminopentanoic acid (1.6 g.) in 2N hydrobromic acid in acetic acid (10 ml.) is kept at room temperature for thirty minutes. Ether is added to maximum precipitation and the supernatant is decanted. The residue is dissolved in water and applied to a column of Dowex 50 in the hydrogen cycle. The column is washed with water, and 2-acetylthio-5-aminopentanoic acid is eluted with M pyridine-acetic acid buffer pH 6.5. Reactants: [Al+3], Brc1ccc2ccccc2c1, CC(=O)Cl, [Cl-], [Cl-], [Cl-], O=[N+]([O-])c1ccccc1, O. Yields the product CC(=O)c1ccc2cc(Br)ccc2c1. Reaction SMILES: [Al+3:17].[Br:1][c:2]1[cH:3][c:4]2[cH:5][cH:6][cH:7][cH:8][c:9]2[cH:10][cH:11]1.[CH3:12][C:13]([Cl:14])=[O:15].[Cl-:16].[Cl-:18].[Cl-:19].[O-:21][N+:22]([c:23]1[cH:24][cH:25][cH:26][cH:27][cH:28]1)=[O:29].[OH2:20]>>[Br:1][c:2]1[cH:3][c:4]2[cH:5][cH:6][c:7]([C:13]([CH3:12])=[O:15])[cH:8][c:9]2[cH:10][cH:11]1.